From a dataset of the Open Reaction Database (ORD), a public repository of structured organic reaction records. describe an organic reaction: reactants, conditions, products, and yield Yields the product Cc1nc2cc(Cl)c(N)c(Cl)c2o1. Reactants: CCOC(C)=O, Cc1nc2cc(Cl)c(N)cc2o1, O=S(=O)(Cl)Cl. RXN SMILES: [CH3:18][CH2:19][O:20][C:21](=[O:22])[CH3:23].[NH2:1][c:2]1[cH:3][c:4]2[c:5]([n:6][c:7]([CH3:9])[o:8]2)[cH:10][c:11]1[Cl:12].[S:13]([Cl:14])(=[O:15])([Cl:16])=[O:17]>>[NH2:1][c:2]1[c:3]([Cl:16])[c:4]2[c:5]([n:6][c:7]([CH3:9])[o:8]2)[cH:10][c:11]1[Cl:12].